From a dataset of the Open Reaction Database (ORD), a public repository of structured organic reaction records. describe an organic reaction: reactants, conditions, products, and yield The reactants are CON(C(=O)C=1N=CN(C1)C=1C=C(C=CC1)C1=C(C=CC=C1F)OC)C (1-(6′-Fluoro-2′-methoxy-biphenyl-3-yl)-1H-imidazole-4-carboxylic acid methoxy-methyl-amide), BrC1=CC=C(C=C1)OC (4-bromoanisole). The product is FC1=CC=CC(=C1C1=CC(=CC=C1)N1C=NC(=C1)C(=O)C1=CC=C(C=C1)OC)OC ([1-(6′-Fluoro-2′-methoxy-biphenyl-3-yl)-1H-imidazol-4-yl]-(4-methoxy-phenyl)-methanone). Reaction SMILES: CON(C)[C:4]([C:6]1[N:7]=[CH:8][N:9]([C:11]2[CH:12]=[C:13]([C:17]3[C:22]([F:23])=[CH:21][CH:20]=[CH:19][C:18]=3[O:24][CH3:25])[CH:14]=[CH:15][CH:16]=2)[CH:10]=1)=[O:5].Br[C:28]1[CH:33]=[CH:32][C:31]([O:34][CH3:35])=[CH:30][CH:29]=1>>[F:23][C:22]1[C:17]([C:13]2[CH:14]=[CH:15][CH:16]=[C:11]([N:9]3[CH:10]=[C:6]([C:4]([C:28]4[CH:33]=[CH:32][C:31]([O:34][CH3:35])=[CH:30][CH:29]=4)=[O:5])[N:7]=[CH:8]3)[CH:12]=2)=[C:18]([O:24][CH3:25])[CH:19]=[CH:20][CH:21]=1. Procedure details: This compound is prepared by method C using compound 12g and 4-bromoanisole Reactants: CN(C)C=O, [Cl-], Clc1nc(SCc2ccccc2)ns1, [H-], [Na+], [Na+], OCc1ccoc1. Yields the product c1ccc(CSc2nsc(OCc3ccoc3)n2)cc1. As a reaction SMILES: [CH3:26][N:27]([CH3:28])[CH:29]=[O:30].[Cl-:25].[Cl:1][c:2]1[n:3][c:4]([S:7][CH2:8][c:9]2[cH:10][cH:11][cH:12][cH:13][cH:14]2)[n:5][s:6]1.[H-:22].[Na+:23].[Na+:24].[o:15]1[cH:16][c:17]([CH2:20][OH:21])[cH:18][cH:19]1>>[c:2]1([O:21][CH2:20][c:17]2[cH:16][o:15][cH:19][cH:18]2)[n:3][c:4]([S:7][CH2:8][c:9]2[cH:10][cH:11][cH:12][cH:13][cH:14]2)[n:5][s:6]1. The reactants are C1(=CC=CC=C1)P(C1=CC=CC=C1)C1=CC=CC=C1 (triphenylphosphine), [I-].[Na+] (sodium iodide), ClC1=C(C=C(C=C1)Cl)S(=O)(=O)Cl (2,5-dichlorobenzenesulfonyl chloride), N1CCOCC1 (morpholine), Cl (hydrochloric acid). The reagents and catalysts are [Ni](Cl)Cl (nickel(II) chloride), [Zn] (zinc), [Zn] (zinc). The solvent is CN1C(CCC1)=O (N-methylpyrrolidinone), CN1C(CCC1)=O (NMP), C(C)O (ethanol). Reaction conditions: temperature 50 celsius, time 10 minute. Product: ClC1=C(C=C(C=C1)Cl)S(=O)(=O)N1CCOCC1 (2,5-dichlorobenzenesulfonylmorpholine). As a reaction SMILES: C1(P(C2C=CC=CC=2)C2C=CC=CC=2)C=CC=CC=1.[I-].[Na+].[Cl:22][C:23]1[CH:28]=[CH:27][C:26]([Cl:29])=[CH:25][C:24]=1[S:30](Cl)(=[O:32])=[O:31].[NH:34]1[CH2:39][CH2:38][O:37][CH2:36][CH2:35]1.Cl>CN1CCCC1=O.C(O)C.[Ni](Cl)Cl.[Zn]>[Cl:22][C:23]1[CH:28]=[CH:27][C:26]([Cl:29])=[CH:25][C:24]=1[S:30]([N:34]1[CH2:39][CH2:38][O:37][CH2:36][CH2:35]1)(=[O:32])=[O:31] |f:1.2|. Reported procedure: Anhydrous nickel(II) chloride (60 mg, 0.46 mmole), triphenylphosphine (800 mg, 3.05 mmole), sodium iodide (180 mg, 1.2 mmole), and activated zinc powder (1.2 g, 18 mmole) are placed into a 25 ml flask under an inert atmosphere along with 7 ml of anhydrous N-methylpyrrolidinone (NMP). This mixture is stirred at 50° C. for about 10 minutes, leading to a deep-red coloration. A solution of 3.4 g (11.5 mmole) of 2,5-dichlorobenzenesulfonylmorpholine, which is prepared by the reaction of 2,5-dichlorob... Starting materials: N(=C=O)CC (Isocyanatoethane), FC(C=1C=C(C=CC1)S(=O)(=O)N1CCC(CC1)ON)(F)F (O-(1-(3-(trifluoromethyl)phenylsulfonyl)piperidin-4-yl)hydroxylamine), N1=CC=CC=C1 (pyridine). Solvent: C(Cl)Cl (CH2Cl2). Reaction conditions: time 17 hour. The product is C(C)NC(=O)NOC1CCN(CC1)S(=O)(=O)C1=CC(=CC=C1)C(F)(F)F (1-ethyl-3-(1-(3-(trifluoromethyl)phenylsulfonyl)piperidin-4-yloxy)urea). Isolated yield 63.6%. Reaction SMILES: [N:1]([CH2:4][CH3:5])=[C:2]=[O:3].[F:6][C:7]([F:26])([F:25])[C:8]1[CH:9]=[C:10]([S:14]([N:17]2[CH2:22][CH2:21][CH:20]([O:23][NH2:24])[CH2:19][CH2:18]2)(=[O:16])=[O:15])[CH:11]=[CH:12][CH:13]=1.N1C=CC=CC=1>C(Cl)Cl>[CH2:4]([NH:1][C:2]([NH:24][O:23][CH:20]1[CH2:21][CH2:22][N:17]([S:14]([C:10]2[CH:11]=[CH:12][CH:13]=[C:8]([C:7]([F:26])([F:6])[F:25])[CH:9]=2)(=[O:15])=[O:16])[CH2:18][CH2:19]1)=[O:3])[CH3:5]. Procedure details: Isocyanatoethane (53.0 mg, 0.74 mmol) was added to a solution of O-(1-(3-(trifluoromethyl)phenylsulfonyl)piperidin-4-yl)hydroxylamine (200 mg, 0.62 mmol) and pyridine (98 mg, 1.23 mmol) in CH2Cl2 (4 ml) and stirred at room temperature for 17 hours. The resulting precipitation was collected, washed with aqueous 1 N HCl solution (10 ml×3), aqueous NaHCO3 solution (10 ml×3), ether (10 ml×2) to give 1-ethyl-3-(1-(3-(trifluoromethyl)phenylsulfonyl)piperidin-4-yloxy)urea (156 mg, 64%) as a white solid... Reactants: CC1CCCC(C)(C)C1C=O, O=[N+]([O-])O. Product: CC1CCCC(C)(C)C1C(=O)O. As a reaction SMILES: [CH3:5][C:6]1([CH3:15])[CH:7]([CH:13]=[O:14])[CH:8]([CH3:12])[CH2:9][CH2:10][CH2:11]1.[OH:1][N+:2](=[O:3])[O-:4]>>[OH:1][C:13]([CH:7]1[C:6]([CH3:5])([CH3:15])[CH2:11][CH2:10][CH2:9][CH:8]1[CH3:12])=[O:14].